Dataset: the Open Reaction Database (ORD), a public repository of structured organic reaction records. Task: describe an organic reaction: reactants, conditions, products, and yield Starting materials: C(CCC)NC([C@@H](C[C@H]1[C@@H](N(C(O1)(C)C)C(=O)OC(C)(C)C)CC(CC(=O)O)(C)C)C)=O (3-[N-tert-butoxycarbonyl-4(S)-(3-carboxy-2,2-dimethylpropyl)-2,2-dimethyl-1,3-oxazolidin-5(S)-yl]-2(R)-methyl-propionic acid (N-butyl)amide), C(N)(=O)CCC1CNC2=CC=CC=C2C1 (3(R,S)-(2-carbamoyl)ethyl-1,2,3,4-tetrahydroquinoline). Product: C(CCC)NC([C@@H](C[C@@H]([C@H](CC(CC(=O)N1CC(CC2=CC=CC=C12)CCC(N)=O)(C)C)N)O)C)=O (5(S)-Amino-4(S)-hydroxy-2(R),7,7-trimethyl-8-[3(R,S)-(2-carbamoyl)ethyl-1,2,3,4-tetrahydroquinolin-1-ylcarbonyl]-octanoic acid (N-butyl)amide), (4O,5N-isopropylidene)-5(S)-tert-butoxycarbonylamino-4(S)-hydroxy-2(R),7,7-trimethyl-8-[3(R,S)-(2-carbamoyl)ethyl-1,2,3,4-tetrahydroquinolin-1-ylcarbonyl]-octanoic acid (N-butyl)amide. Reaction SMILES: [CH2:1]([NH:5][C:6](=[O:32])[C@H:7]([CH3:31])[CH2:8][C@@H:9]1[O:13]C(C)(C)[N:11](C(OC(C)(C)C)=O)[C@H:10]1[CH2:23][C:24]([CH3:30])([CH3:29])[CH2:25][C:26]([OH:28])=O)[CH2:2][CH2:3][CH3:4].[C:33]([CH2:36][CH2:37][CH:38]1[CH2:47][C:46]2[C:41](=[CH:42][CH:43]=[CH:44][CH:45]=2)[NH:40][CH2:39]1)(=[O:35])[NH2:34]>>[CH2:1]([NH:5][C:6](=[O:32])[C@H:7]([CH3:31])[CH2:8][C@H:9]([OH:13])[C@@H:10]([NH2:11])[CH2:23][C:24]([CH3:29])([CH3:30])[CH2:25][C:26]([N:40]1[C:41]2[C:46](=[CH:45][CH:44]=[CH:43][CH:42]=2)[CH2:47][CH:38]([CH2:37][CH2:36][C:33](=[O:35])[NH2:34])[CH2:39]1)=[O:28])[CH2:2][CH2:3][CH3:4]. Procedure: Starting from 230 mg of 3-[N-tert-butoxycarbonyl-4(S)-(3-carboxy-2,2-dimethylpropyl)-2,2-dimethyl-1,3-oxazolidin-5(S)-yl]-2(R)-methyl-propionic acid (N-butyl)amide and 205 mg of 3(R,S)-(2-carbamoyl)ethyl-1,2,3,4-tetrahydroquinoline, the title compound is obtained via (4O,5N-isopropylidene)-5(S)-tert-butoxycarbonylamino-4(S)-hydroxy-2(R),7,7-trimethyl-8-[3(R,S)-(2-carbamoyl)ethyl-1,2,3,4-tetrahydroquinolin-1-ylcarbonyl]-octanoic acid (N-butyl)amide (analogously to Example 1a); Rf (X)=0.08; Rf (V)... Reactants: C(=O)(O)CCC[C@@H](C(=O)O[C@H](CC(=O)N)CCCCCCCCCCCCC)NC(=O)C=1C=NC2=CC=CC=C2C1 ((3S)-3-[(2S)-5-Carboxy-2-{(3-quinolyl)carbonylamino}pentanoyl]oxyhexadecanamide), Cl (hydrogen chloride). Run in O1CCOCC1 (1,4-dioxane). Run at time 10 minute. Yields the product Cl.C(=O)(O)CCC[C@@H](C(=O)O[C@H](CC(=O)N)CCCCCCCCCCCCC)NC(=O)C=1C=NC2=CC=CC=C2C1 ((3S)-3-[(2S)-5-carboxy-2-{(3-quinolyl)carbonylamino}pentanoyl]oxyhexadecanamide hydrochloride). As a reaction SMILES: [C:1]([CH2:4][CH2:5][CH2:6][C@H:7]([NH:29][C:30]([C:32]1[CH:33]=[N:34][C:35]2[C:40]([CH:41]=1)=[CH:39][CH:38]=[CH:37][CH:36]=2)=[O:31])[C:8]([O:10][C@@H:11]([CH2:16][CH2:17][CH2:18][CH2:19][CH2:20][CH2:21][CH2:22][CH2:23][CH2:24][CH2:25][CH2:26][CH2:27][CH3:28])[CH2:12][C:13]([NH2:15])=[O:14])=[O:9])([OH:3])=[O:2].[ClH:42]>O1CCOCC1>[ClH:42].[C:1]([CH2:4][CH2:5][CH2:6][C@H:7]([NH:29][C:30]([C:32]1[CH:33]=[N:34][C:35]2[C:40]([CH:41]=1)=[CH:39][CH:38]=[CH:37][CH:36]=2)=[O:31])[C:8]([O:10][C@@H:11]([CH2:16][CH2:17][CH2:18][CH2:19][CH2:20][CH2:21][CH2:22][CH2:23][CH2:24][CH2:25][CH2:26][CH2:27][CH3:28])[CH2:12][C:13]([NH2:15])=[O:14])=[O:9])([OH:3])=[O:2] |f:3.4|. Procedure: (3S)-3-[(2S)-5-Carboxy-2-{(3-quinolyl)carbonylamino}pentanoyl]oxyhexadecanamide (100 mg) was dissolved in 4N-hydrogen chloride in 1,4-dioxane (5 ml) at room temperature. After being stirred at the same temperature for 10 minutes, the solvent was removed under reduced pressure and the resulting solid was triturated with ethyl ether to give (3S)-3-[(2S)-5-carboxy-2-{(3-quinolyl)carbonylamino}pentanoyl]oxyhexadecanamide hydrochloride (100 mg). Reactants: COC=1C=C(OCC=2NC=CN2)C=CC1 (2-(3-methoxy-phenoxymethyl)-1H-imidazole), FC1=CC=C(C=C1)O (4-fluorophenol). Product: FC1=CC=C(OCC=2NC=CN2)C=C1 (2-(4-Fluoro-phenoxymethyl)-1H-imidazole). As a reaction SMILES: CO[C:3]1[CH:4]=[C:5]([CH:13]=[CH:14][CH:15]=1)[O:6][CH2:7][C:8]1[NH:9][CH:10]=[CH:11][N:12]=1.[F:16]C1C=CC(O)=CC=1>>[F:16][C:15]1[CH:14]=[CH:13][C:5]([O:6][CH2:7][C:8]2[NH:9][CH:10]=[CH:11][N:12]=2)=[CH:4][CH:3]=1. Procedure details: 2-(4-Fluoro-phenoxymethyl)-1H-imidazole was prepared following a similar procedure for the preparation of 2-(3-Methoxy-phenoxymethyl)-1H-imidazole (see Example 18) using 4-fluorophenol in place of 3-methoxyphenol to provide a white solid (1.69 g, 85% for 2 steps); ESI MS m/z 193 [C10H9FN2O+H]+. The reactants are C(C)OC1=CC=2[C@@H]3[C@H](N=C(C2C=C1OC)C=1C=C(C(=O)OC)C=CC1)CCSC3 (methyl 3-[(4aR,10bR)-9-ethoxy-8-methoxy-3,4,4a,10b-tetrahydro-1H-thiopyrano[4,3-c]isoquinolin-6-yl]benzoate), C(C)OC1=CC=2[C@@H]3[C@H](N=C(C2C=C1OC)C=1C=C(C(=O)OC)C=CC1)CCSC3 (methyl 3-[(4aR,10bR)-9-ethoxy-8-methoxy-3,4,4a,10b-tetrahydro-1H-thiopyrano[4,3-c]isoquinolin-6-yl]benzoate), aqueous solution, [OH-].[Na+] (sodium hydroxide), Cl (hydrogen chloride). Procedure details: To a solution of methyl 3-[(4aR,10bR)-9-ethoxy-8-methoxy-3,4,4a,10b-tetrahydro-1H-thiopyrano[4,3-c]isoquinolin-6-yl]benzoate (0.5 g; compound C7) in 1,4-dioxane (8 ml) is added an 2 M aqueous solution of sodium hydroxide (1.3 ml) and the reaction mixture is stirred at RT for 12 h. An aqueous solution of hydrogen chloride (1.3 ml, 2.0 M) is added under stirring. The reaction mixture is evaporated to dryness in vacuo and the resulting residue is used for the next step without further purification. Run at time 12 hour. The product is C(C)OC1=CC=2[C@@H]3[C@H](N=C(C2C=C1OC)C=1C=C(C(=O)O)C=CC1)CCSC3 (3-[(4aR,10bR)-9-ethoxy-8-methoxy-3,4,4a,10b-tetrahydro-1H-thiopyrano[4,3-c]isoquinolin-6-yl]benzoic acid). Solvent: O1CCOCC1 (1,4-dioxane). Reaction SMILES: [CH2:1]([O:3][C:4]1[C:13]([O:14][CH3:15])=[CH:12][C:11]2[C:10]([C:16]3[CH:17]=[C:18]([CH:23]=[CH:24][CH:25]=3)[C:19]([O:21]C)=[O:20])=[N:9][C@@H:8]3[CH2:26][CH2:27][S:28][CH2:29][C@@H:7]3[C:6]=2[CH:5]=1)[CH3:2].[OH-].[Na+].Cl>O1CCOCC1>[CH2:1]([O:3][C:4]1[C:13]([O:14][CH3:15])=[CH:12][C:11]2[C:10]([C:16]3[CH:17]=[C:18]([CH:23]=[CH:24][CH:25]=3)[C:19]([OH:21])=[O:20])=[N:9][C@@H:8]3[CH2:26][CH2:27][S:28][CH2:29][C@@H:7]3[C:6]=2[CH:5]=1)[CH3:2] |f:1.2|. Starting materials: N(C1=CC=CC=C1)C=1SC=C(N1)C=C1C(N(C(S1)=S)CC(=O)O)=O (5-(2-anilinothiazol-4-ylmethylene)rhodanine-3-acetic acid), C(C)O (ethanol), Cl (hydrogen chloride). The solvent is O1CCOCC1 (dioxane). Product: N(C1=CC=CC=C1)C=1SC=C(N1)C=C1C(N(C(S1)=S)CC(=O)OCC)=O (Ethyl 5-(2-anilinothiazol-4-ylmethylene)rhodanine-3-acetate). As a reaction SMILES: [NH:1]([C:8]1[S:9][CH:10]=[C:11]([CH:13]=[C:14]2[S:18][C:17](=[S:19])[N:16]([CH2:20][C:21]([OH:23])=[O:22])[C:15]2=[O:24])[N:12]=1)[C:2]1[CH:7]=[CH:6][CH:5]=[CH:4][CH:3]=1.[CH2:25](O)[CH3:26].Cl>O1CCOCC1>[NH:1]([C:8]1[S:9][CH:10]=[C:11]([CH:13]=[C:14]2[S:18][C:17](=[S:19])[N:16]([CH2:20][C:21]([O:23][CH2:25][CH3:26])=[O:22])[C:15]2=[O:24])[N:12]=1)[C:2]1[CH:7]=[CH:6][CH:5]=[CH:4][CH:3]=1. Procedure: Following a procedure similar to that described in Example 30, the desired compound was prepared from 1 g of 5-(2-anilinothiazol-4-ylmethylene)rhodanine-3-acetic acid, 2 g of ethanol and 10 ml of a 4N dioxane solution of hydrogen chloride. The resulting product was a yellow powder having the following physical properties. The reactants are cuprous iodide, [C-]#N.[Na+] (sodium cyanide), C1(CCCC1)O (cyclopentanol), [H-].[Na+] (sodium hydride), BrC1=CSC=C1 (3-Bromothiophene). The solvent is O (water), CN(C=O)C (N,N-dimethylformamide). Yield: 70.1%. Procedure: To a solution of cyclopentanol (8.75 ml, 95.8 mmol) in N,N-dimethylformamide (250 mL) was added sodium hydride (60% dispersion in mineral oil, 3.84 g, 95.8 mmol) at 0-5° C. under nitrogen. After 10 minutes, the mixture was allowed to reach room temperature and stirred for 40 minutes. 3-Bromothiophene (3.59 mL, 38.3 mmol) was added followed by cuprous iodide (14.63 g, 76.8 mmol). The mixture was heated at 120 IC for 22 hours. After cooling to about 10° C., a solution of sodium cyanide (12.1 g, 0.... Reaction conditions: temperature 10 celsius, time 10 minute. RXN SMILES: [CH:1]1([OH:6])[CH2:5][CH2:4][CH2:3][CH2:2]1.[H-].[Na+].Br[C:10]1[CH:14]=[CH:13][S:12][CH:11]=1.[C-]#N.[Na+]>CN(C)C=O.O>[CH:1]1([O:6][C:10]2[CH:14]=[CH:13][S:12][CH:11]=2)[CH2:5][CH2:4][CH2:3][CH2:2]1 |f:1.2,4.5|. Yields the product C1(CCCC1)OC1=CSC=C1 (3-cyclopentyloxythiopene). The reactants are COc1cc(Cl)ccc1CBr, Cc1ncc[nH]1, CCOC(C)=O, [H-], [Na+], CN(C)C=O. The product is COc1cc(Cl)ccc1Cn1ccnc1C. Reaction SMILES: [Br:9][CH2:10][c:11]1[c:12]([O:18][CH3:19])[cH:13][c:14]([Cl:17])[cH:15][cH:16]1.[CH3:1][c:2]1[nH:3][cH:4][cH:5][n:6]1.[CH3:25][CH2:26][O:27][C:28](=[O:29])[CH3:30].[H-:7].[Na+:8].[O:20]=[CH:21][N:22]([CH3:23])[CH3:24]>>[CH3:1][c:2]1[n:3]([CH2:10][c:11]2[c:12]([O:18][CH3:19])[cH:13][c:14]([Cl:17])[cH:15][cH:16]2)[cH:4][cH:5][n:6]1.